This data is from the Open Reaction Database (ORD), a public repository of structured organic reaction records. The task is: describe an organic reaction: reactants, conditions, products, and yield Reactants: O=Cc1cccc(Br)c1, O=C([O-])[O-], CC(=O)[O-], CC(=O)[O-], CC(C)Cc1cc(B(O)O)c(S(=O)(=O)NC(C)(C)C)s1, COCCOC, CCOC(C)=O, CCO, [K+], [K+], [Na+], [OH-], O, [Pd+2], c1ccc(P(c2ccccc2)c2ccccc2)cc1. The product is CC(C)Cc1cc(-c2cccc(C=O)c2)c(S(=O)(=O)NC(C)(C)C)s1. As a reaction SMILES: [Br:40][c:41]1[cH:42][c:43]([CH:44]=[O:45])[cH:46][cH:47][cH:48]1.[C:49](=[O:50])([O-:51])[O-:52].[C:63]([O-:64])(=[O:65])[CH3:66].[C:68]([O-:69])(=[O:70])[CH3:71].[CH2:20]([CH:21]([CH3:22])[CH3:23])[c:24]1[cH:25][c:26]([B:37]([OH:38])[OH:39])[c:27]([S:29](=[O:30])(=[O:31])[NH:32][C:33]([CH3:34])([CH3:35])[CH3:36])[s:28]1.[CH3:55][O:56][CH2:57][CH2:58][O:59][CH3:60].[CH3:72][CH2:73][O:74][C:75](=[O:76])[CH3:77].[CH3:79][CH2:80][OH:81].[K+:53].[K+:54].[Na+:62].[OH-:61].[OH2:78].[Pd+2:67].[c:1]1([P:2]([c:3]2[cH:4][cH:5][cH:6][cH:7][cH:8]2)[c:9]2[cH:10][cH:11][cH:12][cH:13][cH:14]2)[cH:15][cH:16][cH:17][cH:18][cH:19]1>>[CH2:20]([CH:21]([CH3:22])[CH3:23])[c:24]1[cH:25][c:26](-[c:41]2[cH:42][c:43]([CH:44]=[O:45])[cH:46][cH:47][cH:48]2)[c:27]([S:29](=[O:30])(=[O:31])[NH:32][C:33]([CH3:34])([CH3:35])[CH3:36])[s:28]1. The reactants are NCC1=CC=CC2=CC=CC=C12 (1-aminomethylnaphthalene), TEA, BrCC(=O)OCC (ethyl bromoacetate). Run in C(Cl)Cl (CH2Cl2). Conditions: time 3 hour. Yields the product C(C)OC(CNCC1=CC=CC2=CC=CC=C12)=O (N-(1-naphthyl-methyl)-glycine ethyl ester). Reaction SMILES: [NH2:1][CH2:2][C:3]1[C:12]2[C:7](=[CH:8][CH:9]=[CH:10][CH:11]=2)[CH:6]=[CH:5][CH:4]=1.Br[CH2:14][C:15]([O:17][CH2:18][CH3:19])=[O:16]>C(Cl)Cl>[CH2:18]([O:17][C:15](=[O:16])[CH2:14][NH:1][CH2:2][C:3]1[C:12]2[C:7](=[CH:8][CH:9]=[CH:10][CH:11]=2)[CH:6]=[CH:5][CH:4]=1)[CH3:19]. Reported procedure: A solution of 1-aminomethylnaphthalene (2.15 g, 13.6 mmol) and TEA (1.65 g, 16.3 mmol) in CH2Cl2 (50 mL) is treated with ethyl bromoacetate (2.28 g, 13.6 mmol) dropwise over 90 min. The mixture is stirred at RT for 3 h and washed with water. The organic layer is dried over anhydrous MgSO4 and concentrated. The residue is flash chromatographed on silica gel using CH2Cl2→1% MeOH in CH2Cl2 as the eluent to afford N-(1-naphthyl-methyl)-glycine ethyl ester as a yellow oil: [M+1]+=244. The reactants are c1ccc(COc2cccc(-n3cncn3)c2)cc1, CO. Yields the product Oc1cccc(-n2cncn2)c1. As a reaction SMILES: [CH2:1]([c:2]1[cH:3][cH:4][cH:5][cH:6][cH:7]1)[O:8][c:9]1[cH:10][c:11](-[n:15]2[n:16][cH:17][n:18][cH:19]2)[cH:12][cH:13][cH:14]1.[CH3:20][OH:21]>>[OH:8][c:9]1[cH:10][c:11](-[n:15]2[n:16][cH:17][n:18][cH:19]2)[cH:12][cH:13][cH:14]1. Reactants: C(C)(=O)NC1=C(C2=C(C(C=C(O2)C(=O)OCC)=O)C=C1)CCC (Ethyl 7-acetamido-4-oxo-8-propyl-4H-1-benzopyran-2-carboxylate), Cl (hydrochloric acid). Run in O (water), C(C)O (ethanol). Product: NC1=C(C2=C(C(C=C(O2)C(=O)OCC)=O)C=C1)CCC (Ethyl 7-amino-4-oxo-8-propyl-4H-1-benzopyran-2-carboxylate). Yield: 55.3%. Reaction SMILES: C([NH:4][C:5]1[CH:20]=[CH:19][C:8]2[C:9](=[O:18])[CH:10]=[C:11]([C:13]([O:15][CH2:16][CH3:17])=[O:14])[O:12][C:7]=2[C:6]=1[CH2:21][CH2:22][CH3:23])(=O)C.Cl>C(O)C.O>[NH2:4][C:5]1[CH:20]=[CH:19][C:8]2[C:9](=[O:18])[CH:10]=[C:11]([C:13]([O:15][CH2:16][CH3:17])=[O:14])[O:12][C:7]=2[C:6]=1[CH2:21][CH2:22][CH3:23]. Reported procedure: A solution of the amide of step (d) (10 g) in ethanol (300 ml), containing concentrated hydrochloric acid (5 ml), was refluxed for 8 hours. The reaction mixture was diluted with water and extracted into ethyl acetate. The extract was washed with water, dried and the solvent was evaporated to leave a dark brown semisolid. This was chromatographed on a silica gel column, using ether as eluant to give 4.8 g of the required product whose structure was confirmed by mass and NMR spectral evidence; mp ... Starting materials: ClCCl, COc1ccc(COC(C(C)CO)C(C)CO[Si](C)(C)C(C)(C)C)cc1, CS(C)=O. The product is COc1ccc(COC(C(C)C=O)C(C)CO[Si](C)(C)C(C)(C)C)cc1. As a reaction SMILES: [CH2:27]([Cl:28])[Cl:29].[CH3:1][C:2]([CH3:3])([CH3:4])[Si:5]([O:6][CH2:7][CH:8]([CH:9]([O:10][CH2:11][c:12]1[cH:13][cH:14][c:15]([O:18][CH3:19])[cH:16][cH:17]1)[CH:20]([CH2:21][OH:22])[CH3:23])[CH3:24])([CH3:25])[CH3:26].[CH3:30][S:31]([CH3:32])=[O:33]>>[CH3:1][C:2]([CH3:3])([CH3:4])[Si:5]([O:6][CH2:7][CH:8]([CH:9]([O:10][CH2:11][c:12]1[cH:13][cH:14][c:15]([O:18][CH3:19])[cH:16][cH:17]1)[CH:20]([CH:21]=[O:22])[CH3:23])[CH3:24])([CH3:25])[CH3:26]. The reactants are CCOC(CSc1ccc2c(c1)CCN2C(C)=O)OCC, CC(=O)N1CCc2cc3sccc3cc21, [Cl-], [Cl-], [Cl-], [Cl-], ClCCl, [Ti+4]. Product: CCSc1ccc2c(c1)CCN2C(C)=O. As a reaction SMILES: [C:1]([CH3:2])(=[O:3])[N:4]1[CH2:5][CH2:6][c:7]2[cH:8][c:9]([S:13][CH2:14][CH:15]([O:16][CH2:17][CH3:18])[O:19][CH2:20][CH3:21])[cH:10][cH:11][c:12]21.[C:22]([N:23]1[c:24]2[cH:25][c:26]3[cH:27][cH:28][s:29][c:30]3[cH:31][c:32]2[CH2:33][CH2:34]1)(=[O:35])[CH3:36].[Cl-:40].[Cl-:41].[Cl-:42].[Cl-:43].[Cl:37][CH2:38][Cl:39].[Ti+4:44]>>[C:1]([CH3:2])(=[O:3])[N:4]1[CH2:5][CH2:6][c:7]2[cH:8][c:9]([S:13][CH2:14][CH3:15])[cH:10][cH:11][c:12]21.